This data is from the Open Reaction Database (ORD), a public repository of structured organic reaction records. The task is: describe an organic reaction: reactants, conditions, products, and yield The solvent is CO (methanol). Yield: 101.3%. Reactants: COC1=CC=C(C(=O)C2CCN(CC2)C2C(N(CC2)CC#N)=O)C=C1 (2-(3-(4-(4-methoxybenzoyl)piperidin-1-yl)-2-oxopyrrolidin-1-yl)acetonitrile), [Cl-].[NH4+] (Ammonium chloride). Reported procedure: To a solution of 2-(3-(4-(4-methoxybenzoyl)piperidin-1-yl)-2-oxopyrrolidin-1-yl)acetonitrile (690 mg, 2.0 mmol) in methanol (15 mL) was added sodium methoxide (0.046 mL, 0.20 mmol, 25%) and the mixture was stirred at ambient temperature for 2 h. Ammonium chloride (120 mg, 2.3 mmol) was added and the mixture was stirred at ambient temperature for 60 h. The reaction mixture was concentrated in vacuo, ethyl acetate in heptane (40%) was added, stirred at ambient temperature for 1 h then filtrated. t... Conditions: time 2 hour. Product: Cl.COC1=CC=C(C(=O)C2CCN(CC2)C2C(N(CC2)CC(N)=N)=O)C=C1 (2-(3-(4-(4-methoxybenzoyl)piperidin-1-yl)-2-oxopyrrolidin-1-yl)acetimidamide hydrochloride). The reagents and catalysts are C[O-].[Na+] (sodium methoxide). As a reaction SMILES: [CH3:1][O:2][C:3]1[CH:25]=[CH:24][C:6]([C:7]([CH:9]2[CH2:14][CH2:13][N:12]([CH:15]3[CH2:19][CH2:18][N:17]([CH2:20][C:21]#[N:22])[C:16]3=[O:23])[CH2:11][CH2:10]2)=[O:8])=[CH:5][CH:4]=1.[Cl-:26].[NH4+:27]>CO.C[O-].[Na+]>[ClH:26].[CH3:1][O:2][C:3]1[CH:4]=[CH:5][C:6]([C:7]([CH:9]2[CH2:10][CH2:11][N:12]([CH:15]3[CH2:19][CH2:18][N:17]([CH2:20][C:21](=[NH:27])[NH2:22])[C:16]3=[O:23])[CH2:13][CH2:14]2)=[O:8])=[CH:24][CH:25]=1 |f:1.2,4.5,6.7|. Starting materials: [Al+3], COCCl, [Cl-], [Cl-], [Cl-], CSc1cc(F)ccc1C, O, S=C=S. Yields the product CSc1cc(F)c(CCl)cc1C. As a reaction SMILES: [Al+3:2].[CH3:5][O:6][CH2:7][Cl:8].[Cl-:1].[Cl-:3].[Cl-:4].[F:9][c:10]1[cH:11][c:12]([S:17][CH3:18])[c:13]([CH3:16])[cH:14][cH:15]1.[OH2:19].[S:20]=[C:21]=[S:22]>>[CH2:7]([Cl:8])[c:15]1[c:10]([F:9])[cH:11][c:12]([S:17][CH3:18])[c:13]([CH3:16])[cH:14]1. Starting materials: Cl.BrC1=C2CCNCC2=CC=C1 (5-bromo-1,2,3,4-tetrahydroisoquinoline hydrochloride), CN1N=CC=C1C1=C(C=CC(=C1)C(F)(F)F)B(O)O ((2-(1-methyl-1H-pyrazol-5-yl)-4-(trifluoromethyl)phenyl)boronic acid), CN1N=CC=C1C1=C(C=CC(=C1)C(F)(F)F)B(O)O ((2-(1-methyl-1H-pyrazol-5-yl)-4-(trifluoromethyl)phenyl)boronic acid), P(=O)([O-])([O-])[O-].[K+].[K+].[K+] (potassium phosphate), Pd(AmPhos)2Cl2. Conditions: temperature 90 celsius. The product is CN1N=CC=C1C1=C(C=CC(=C1)C(F)(F)F)C1=C2CCNCC2=CC=C1 (5-(2-(1-methyl-1H-pyrazol-5-yl)-4-(trifluoromethyl)phenyl)-1,2,3,4-tetrahydroisoquinoline). RXN SMILES: Cl.Br[C:3]1[CH:12]=[CH:11][CH:10]=[C:9]2[C:4]=1[CH2:5][CH2:6][NH:7][CH2:8]2.[CH3:13][N:14]1[C:18]([C:19]2[CH:24]=[C:23]([C:25]([F:28])([F:27])[F:26])[CH:22]=[CH:21][C:20]=2B(O)O)=[CH:17][CH:16]=[N:15]1.P([O-])([O-])([O-])=O.[K+].[K+].[K+]>>[CH3:13][N:14]1[C:18]([C:19]2[CH:24]=[C:23]([C:25]([F:26])([F:27])[F:28])[CH:22]=[CH:21][C:20]=2[C:3]2[CH:12]=[CH:11][CH:10]=[C:9]3[C:4]=2[CH2:5][CH2:6][NH:7][CH2:8]3)=[CH:17][CH:16]=[N:15]1 |f:0.1,3.4.5.6|. Procedure details: A vial was charged with 5-bromo-1,2,3,4-tetrahydroisoquinoline hydrochloride (ASW Medchem, Brunswick, N.J., 400.42 mg, 1.367 mmol), (2-(1-methyl-1H-pyrazol-5-yl)-4-(trifluoromethyl)phenyl)boronic acid (Intermediate B, 443 mg, 1.640 mmol), potassium phosphate (1160 mg, 5.47 mmol), and Pd(AmPhos)2Cl2 (Sigma-Aldrich, St. Louis, Mo., 48.4 mg, 0.068 mmol). The vial was flushed with Ar (g), then dioxane (2928 μl) and water (976 μl) were added in sequence. The mixture was heated in a microwave reactor ... Starting materials: Cl.C(C)OC(CNCC1=CC=CC=C1)=O (N-Benzylglycine ethyl ester hydrochloride), ethyl ester, [OH-].[Na+] (sodium hydroxide), C(C)OC(CN(C(=O)OC(C)(C)C)CC1=CC=CC=C1)=O (N-benzyl-N-t-butoxycarbonylglycine ethyl ester), C(=O)(OC(C)(C)C)OC(=O)OC(C)(C)C (di-t-butyl dicarbonate). Solvent: CO (methanol). Yields the product C(C1=CC=CC=C1)N(CC(=O)O)C(=O)OC(C)(C)C (N-benzyl-N-t-butoxycarbonylglycine). RXN SMILES: Cl.C(OC(=O)CNCC1C=CC=CC=1)C.C([O:18][C:19](=[O:36])[CH2:20][N:21]([CH2:29][C:30]1[CH:35]=[CH:34][CH:33]=[CH:32][CH:31]=1)[C:22]([O:24][C:25]([CH3:28])([CH3:27])[CH3:26])=[O:23])C.C(OC(OC(C)(C)C)=O)(OC(C)(C)C)=O.[OH-].[Na+]>CO>[CH2:29]([N:21]([C:22]([O:24][C:25]([CH3:28])([CH3:27])[CH3:26])=[O:23])[CH2:20][C:19]([OH:36])=[O:18])[C:30]1[CH:31]=[CH:32][CH:33]=[CH:34][CH:35]=1 |f:0.1,4.5|. Reported procedure: N-Benzylglycine ethyl ester hydrochloride was converted to N-benzyl-N-t-butoxycarbonylglycine ethyl ester using di-t-butyl dicarbonate under standard conditions. The ethyl ester was saponified using sodium hydroxide in methanol to give the title compound.